This data is from the Open Reaction Database (ORD), a public repository of structured organic reaction records. The task is: describe an organic reaction: reactants, conditions, products, and yield Run in O (water). Yield: 97.9%. Run at time 3 hour. Yields the product C(C1=CC=CC=C1)OC1=CC=C(CN2N=C(C(=C2)CC(=O)OC)C2=CC=C(C=C2)F)C=C1 (methyl [1-(4-benzyloxybenzyl)-3-(4-fluorophenyl)-1H-pyrazol-4-yl]acetate). As a reaction SMILES: [CH2:1]([O:8][C:9]1[CH:31]=[CH:30][C:12]([CH2:13][N:14]2[CH:18]=[C:17]([CH2:19][C:20]([OH:22])=[O:21])[C:16]([C:23]3[CH:28]=[CH:27][C:26]([F:29])=[CH:25][CH:24]=3)=[N:15]2)=[CH:11][CH:10]=1)[C:2]1[CH:7]=[CH:6][CH:5]=[CH:4][CH:3]=1.CI.[C:34](=O)([O-])[O-].[K+].[K+].CN(C)C=O>O>[CH2:1]([O:8][C:9]1[CH:31]=[CH:30][C:12]([CH2:13][N:14]2[CH:18]=[C:17]([CH2:19][C:20]([O:22][CH3:34])=[O:21])[C:16]([C:23]3[CH:24]=[CH:25][C:26]([F:29])=[CH:27][CH:28]=3)=[N:15]2)=[CH:11][CH:10]=1)[C:2]1[CH:3]=[CH:4][CH:5]=[CH:6][CH:7]=1 |f:2.3.4|. Starting materials: C(C1=CC=CC=C1)OC1=CC=C(CN2N=C(C(=C2)CC(=O)O)C2=CC=C(C=C2)F)C=C1 ([1-(4-benzyloxybenzyl)-3-(4-fluorophenyl)-1H-pyrazol-4-yl]acetic acid), CI (methyl iodide), C([O-])([O-])=O.[K+].[K+] (potassium carbonate), CN(C=O)C (N,N-dimethylformamide). Procedure: A mixture of [1-(4-benzyloxybenzyl)-3-(4-fluorophenyl)-1H-pyrazol-4-yl]acetic acid (4.16 g), methyl iodide (0.95 ml), potassium carbonate (2.76 g), and N,N-dimethylformamide (50 ml) was stirred at room temperature for 3 hours. The reaction mixture was poured into water, and extracted with ethyl acetate. The ethyl acetate layer was washed with saturated aqueous sodium chloride solution, dried (MgSO4), and concentrated. The residue was subjected to silica gel column chromatography to obtain methyl...